From a dataset of the Open Reaction Database (ORD), a public repository of structured organic reaction records. describe an organic reaction: reactants, conditions, products, and yield The reactants are S(N)(=O)(=O)N=C(OC1=CC=CC=C1)OC1=CC=CC=C1 (Diphenyl sulfamoylcarbonimidate), BrC=1C=C(N)C=CC1 (3-bromoaniline). The solvent is C(C)#N (acetonitrile). Conditions: temperature 70 celsius. The product is BrC=1C=C(C=CC1)NC(OC1=CC=CC=C1)=NS(N)(=O)=O (phenyl N-3-bromophenyl-N′-sulfamoylcarbamimidate). As a reaction SMILES: [S:1]([N:5]=[C:6]([O:14][C:15]1[CH:20]=[CH:19][CH:18]=[CH:17][CH:16]=1)OC1C=CC=CC=1)(=[O:4])(=[O:3])[NH2:2].[Br:21][C:22]1[CH:23]=[C:24]([CH:26]=[CH:27][CH:28]=1)[NH2:25]>C(#N)C>[Br:21][C:22]1[CH:23]=[C:24]([NH:25][C:6](=[N:5][S:1](=[O:3])(=[O:4])[NH2:2])[O:14][C:15]2[CH:16]=[CH:17][CH:18]=[CH:19][CH:20]=2)[CH:26]=[CH:27][CH:28]=1. Reported procedure: Diphenyl sulfamoylcarbonimidate, from step A, (0.05 g, 0.17 mmol) and 3-bromoaniline (18 μl, 0.17 mmol) were dissolved in acetonitrile (0.5 ml) and heated to 70° C. for 12 hours. The reaction was concentrated under vacuum to afford phenyl N-3-bromophenyl-N′-sulfamoylcarbamimidate, which was carried on crude to the next reaction. RXN SMILES: [C:1]([C:4]1[C:13]2[C:7]([CH:8]=[CH:9][C:10]([CH:14]([CH3:16])[CH3:15])=[CH:11][CH:12]=2)=[C:6]([CH2:17][CH3:18])[CH:5]=1)([OH:3])=[O:2].[C:19](Cl)(=O)[C:20](Cl)=O.C(O)C>C1C=CC=CC=1>[CH2:19]([O:2][C:1]([C:4]1[C:13]2[C:7]([CH:8]=[CH:9][C:10]([CH:14]([CH3:15])[CH3:16])=[CH:11][CH:12]=2)=[C:6]([CH2:17][CH3:18])[CH:5]=1)=[O:3])[CH3:20]. Run in C1=CC=CC=C1 (benzene). Procedure details: The above-mentioned azulene carboxylic acid (3) (4.84 g, 0.002 mole) is suspended in benzene (100 ml), and oxalyl chloride (2.8 g, 0.02 mole) is added dropwise thereto under cooling with ice. The mixture is stirred for 3 hours at room temperature and cooled with ice again. Ethyl alcohol (100 ml) is added dropwise thereto and stirred for 2 hours at room temperature. The mixture is poured into ice-water (300 ml) and extracted with benzene (100 ml). The benzene layer is separated, and then washed w... Run at time 3 hour. Reactants: C(=O)(O)C1=CC(=C2C=CC(=CC=C12)C(C)C)CC (1-carboxy-3-ethyl-6-isopropylazulene), ice water, C(C(=O)Cl)(=O)Cl (oxalyl chloride), C(C)O (Ethyl alcohol). Yields the product C(C)OC(=O)C1=CC(=C2C=CC(=CC=C12)C(C)C)CC (1-Ethoxycarbonyl-3-ethyl-6-isopropylazulene). Yields the product Cc1onc(-c2ccccc2)c1COc1ccc(C(=O)OC(C)C)cn1. Starting materials: Cc1onc(-c2ccccc2)c1COc1ccc(C(=O)O)cn1, CC(C)O, CN(C)c1ccncc1, ClCCl. Reaction SMILES: [CH3:1][c:2]1[c:3]([CH2:13][O:14][c:15]2[n:16][cH:17][c:18]([C:19](=[O:20])[OH:21])[cH:22][cH:23]2)[c:4](-[c:7]2[cH:8][cH:9][cH:10][cH:11][cH:12]2)[n:5][o:6]1.[CH3:24][CH:25]([CH3:26])[OH:27].[CH3:28][N:29]([CH3:30])[c:31]1[cH:32][cH:33][n:34][cH:35][cH:36]1.[Cl:37][CH2:38][Cl:39]>>[CH3:1][c:2]1[c:3]([CH2:13][O:14][c:15]2[n:16][cH:17][c:18]([C:19]([O:20][CH:25]([CH3:24])[CH3:26])=[O:21])[cH:22][cH:23]2)[c:4](-[c:7]2[cH:8][cH:9][cH:10][cH:11][cH:12]2)[n:5][o:6]1. The reactants are O=C(O)c1cccc(OCCCOc2ncnc3scc(-c4ccc(F)cc4)c23)c1, NN, C1CCOC1, O=S(Cl)Cl. Yields the product NNC(=O)c1cccc(OCCCOc2ncnc3scc(-c4ccc(F)cc4)c23)c1. As a reaction SMILES: [F:5][c:6]1[cH:7][cH:8][c:9](-[c:12]2[cH:13][s:14][c:15]3[n:16][cH:17][n:18][c:19]([O:21][CH2:22][CH2:23][CH2:24][O:25][c:26]4[cH:27][c:28]([C:29](=[O:30])[OH:31])[cH:32][cH:33][cH:34]4)[c:20]23)[cH:10][cH:11]1.[NH2:35][NH2:36].[O:37]1[CH2:38][CH2:39][CH2:40][CH2:41]1.[S:1]([Cl:2])([Cl:3])=[O:4]>>[F:5][c:6]1[cH:7][cH:8][c:9](-[c:12]2[cH:13][s:14][c:15]3[n:16][cH:17][n:18][c:19]([O:21][CH2:22][CH2:23][CH2:24][O:25][c:26]4[cH:27][c:28]([C:29](=[O:31])[NH:35][NH2:36])[cH:32][cH:33][cH:34]4)[c:20]23)[cH:10][cH:11]1.